This data is from the Open Reaction Database (ORD), a public repository of structured organic reaction records. The task is: describe an organic reaction: reactants, conditions, products, and yield Reactants: Cl (HCl), [BH4-].[Na+] (Sodium borohydride), [N+](=O)([O-])C1=CC=C(C=C1)C1=CC=C(O1)C(=O)CCl (chloromethyl 5-(p-nitrophenyl)-2-furyl ketone), O (water). As a reaction SMILES: [BH4-].[Na+].[N+:3]([C:6]1[CH:11]=[CH:10][C:9]([C:12]2[O:16][C:15]([C:17]([CH2:19][Cl:20])=[O:18])=[CH:14][CH:13]=2)=[CH:8][CH:7]=1)([O-:5])=[O:4].O.Cl>CO>[Cl:20][CH2:19][CH:17]([OH:18])[C:15]1[O:16][C:12]([C:9]2[CH:10]=[CH:11][C:6]([N+:3]([O-:5])=[O:4])=[CH:7][CH:8]=2)=[CH:13][CH:14]=1 |f:0.1|. Procedure: Sodium borohydride (1.6 g, 0.043 mole) was added in portions to a stirred mixture of 11.5 g (0.043 mole) of chloromethyl 5-(p-nitrophenyl)-2-furyl ketone in 150 ml of absolute methanol over 10 minutes at 15°-20°. The resulting solution was stirred at ambient temperature for 2.5 hours, poured into a mixture of ice and water (400 ml), and made acidic with 5% aqueous HCl. The yellow solid was collected by filtration and washed with water to give 11.5 g (100%) of title compound. Recrystallization fr... The solvent is CO (methanol). The yield is 99.9%. Run at time 2.5 hour. Product: ClCC(C1=CC=C(O1)C1=CC=C(C=C1)[N+](=O)[O-])O (α-Chloromethyl-5-(p-nitrophenyl)furfuryl Alcohol). Starting materials: CC(C)(C)C(O)(c1ccc(OCc2ccccc2)cc1)C(C)(C)C, CS(C)=O, C[Si](C)(C)Cl. Yields the product CC(C)(C)C(Cl)(c1ccc(OCc2ccccc2)cc1)C(C)(C)C. RXN SMILES: [CH2:1]([c:2]1[cH:3][cH:4][cH:5][cH:6][cH:7]1)[O:8][c:9]1[cH:10][cH:11][c:12]([C:13]([C:14]([CH3:15])([CH3:16])[CH3:17])([C:18]([CH3:19])([CH3:20])[CH3:21])[OH:22])[cH:23][cH:24]1.[CH3:30][S:31]([CH3:32])=[O:33].[Cl:25][Si:26]([CH3:27])([CH3:28])[CH3:29]>>[CH2:1]([c:2]1[cH:3][cH:4][cH:5][cH:6][cH:7]1)[O:8][c:9]1[cH:10][cH:11][c:12]([C:13]([C:14]([CH3:15])([CH3:16])[CH3:17])([C:18]([CH3:19])([CH3:20])[CH3:21])[Cl:25])[cH:23][cH:24]1. Reactants: ( M ), Cl (HCl), N(C)(CC(=O)O)C(=O)OCC1=CC=CC=C1 (Z-Sar-OH), COC(C1=C(C=CC=C1)N(C)C(CN(C)C(=O)OCC1=CC=CC=C1)=O)=O (2-[[(Benzyloxycarbonyl-methyl-amino)-acetyl]-methyl-amino]-benzoic acid methyl ester). The solvent is CCCCCC (hexane). Product: Cl.CO (HCl MeOH), COC(C1=C(C=CC=C1)N(C(CNC)=O)C)=O.Cl (2-(Methyl-methylaminoacetyl-amino)-benzoic acid methyl ester·hydrochloride). As a reaction SMILES: N(C(OCC1C=CC=CC=1)=O)(C[C:4](O)=[O:5])C.[CH3:17][O:18][C:19](=[O:43])[C:20]1[CH:25]=[CH:24][CH:23]=[CH:22][C:21]=1[N:26]([C:28](=[O:42])[CH2:29][N:30](C(OCC1C=CC=CC=1)=O)[CH3:31])[CH3:27].[ClH:44]>CCCCCC>[ClH:44].[CH3:4][OH:5].[CH3:17][O:18][C:19](=[O:43])[C:20]1[CH:25]=[CH:24][CH:23]=[CH:22][C:21]=1[N:26]([CH3:27])[C:28](=[O:42])[CH2:29][NH:30][CH3:31].[ClH:44] |f:4.5,6.7|. Procedure: Analogously, from Z-Sar-OH and methyl N-methyl was prepared 2-[[(Benzyloxycarbonyl-methyl-amino)-acetyl]-methyl-amino]-benzoic acid methyl ester as light yellow oil (Rf 0.3 hexane:EtOAc1:2), MS: 370 (M), which was deprotected according to 6.1. and transferred into its HCl.salt by treatment with HCl/MeOH to give 2-(Methyl-methylaminoacetyl-amino)-benzoic acid methyl ester·hydrochloride, MS: 237 (MH+). Starting materials: CCO, COc1ccc(Cl)cc1-c1cc(Cl)nc(C)n1, Nc1ccc(Cl)cc1. Product: COc1ccc(Cl)cc1-c1cc(Nc2ccc(Cl)cc2)nc(C)n1. RXN SMILES: [CH3:26][CH2:27][OH:28].[Cl:1][c:2]1[n:3][c:4]([CH3:17])[n:5][c:6](-[c:8]2[c:9]([O:15][CH3:16])[cH:10][cH:11][c:12]([Cl:14])[cH:13]2)[cH:7]1.[NH2:18][c:19]1[cH:20][cH:21][c:22]([Cl:23])[cH:24][cH:25]1>>[c:2]1([NH:18][c:19]2[cH:20][cH:21][c:22]([Cl:23])[cH:24][cH:25]2)[n:3][c:4]([CH3:17])[n:5][c:6](-[c:8]2[c:9]([O:15][CH3:16])[cH:10][cH:11][c:12]([Cl:14])[cH:13]2)[cH:7]1. Starting materials: ClC1=C/C(/NC2=CC=CC=C12)=C/1\C(=NNC1=O)CCC ((Z)-4-(4-chloroquinolin-2(1H)-ylidene)-3-propyl-1H-pyrazol-5(4H)-one), C(C)(=O)NC1=CC=C(C=C1)S (4-acetamidothiophenol). Run in C(C)O (ethanol). Conditions: temperature 180 celsius. Product: O=C1\C(\C(=NN1)CCC)=C\1/NC2=CC=CC=C2C(=C1)SC1=CC=C(C=C1)NC(C)=O ((Z)—N-(4-(2-(5-oxo-3-propyl-1H-pyrazol-4(5H)-ylidene)-1,2-dihydroquinolin-4-ylthio)phenyl)acetamide). Reaction SMILES: Cl[C:2]1[C:11]2[C:6](=[CH:7][CH:8]=[CH:9][CH:10]=2)[NH:5]/[C:4](=[C:12]2/[C:13]([CH2:18][CH2:19][CH3:20])=[N:14][NH:15][C:16]/2=[O:17])/[CH:3]=1.[C:21]([NH:24][C:25]1[CH:30]=[CH:29][C:28]([SH:31])=[CH:27][CH:26]=1)(=[O:23])[CH3:22]>C(O)C>[O:17]=[C:16]1[NH:15][N:14]=[C:13]([CH2:18][CH2:19][CH3:20])/[C:12]/1=[C:4]1/[NH:5][C:6]2[C:11]([C:2]([S:31][C:28]3[CH:27]=[CH:26][C:25]([NH:24][C:21](=[O:23])[CH3:22])=[CH:30][CH:29]=3)=[CH:3]/1)=[CH:10][CH:9]=[CH:8][CH:7]=2. Procedure details: (Z)-4-(4-chloroquinolin-2(1H)-ylidene)-3-propyl-1H-pyrazol-5(4H)-one (0.045 g, 0.013 mmol) was dissolved in ethanol (1.5 mL) and 4-acetamidothiophenol (0.023 g, 0.013 mmol) was added. The reaction mixture was heated to 180° C. using a microwave reactor for 5-10 minutes. The mixture was then concentrated and the resulting solid filtered and washed with ether. 1H NMR (400 MHz, DMSO-d6) δ ppm 0.70 (t, J=7.33 Hz, 3H) 1.32 (qd, J=7.45, 7.20 Hz, 2H) 2.11 (s, 3H) 2.25 (t, J=7.07 Hz, 2H) 6.76 (s, 1H) 7.... Reactants: COC(CC1=CC(=CC=C1)NC(=O)C=1OC(=CC1)Br)=O ({3-[(5-Bromo-furan-2-carbonyl)-amino]-phenyl}-acetic acid methyl ester), ClC1=C(C=CC=C1)B(O)O (2-chloro-phenylboronic acid). The product is COC(CC1=CC(=CC=C1)NC(=O)C=1OC(=CC1)C1=C(C=CC=C1)Cl)=O ((3-{[5-(2-Chloro-phenyl)-furan-2-carbonyl]-amino}-phenyl)-acetic acid methyl ester). Reaction SMILES: [CH3:1][O:2][C:3](=[O:20])[CH2:4][C:5]1[CH:10]=[CH:9][CH:8]=[C:7]([NH:11][C:12]([C:14]2[O:15][C:16](Br)=[CH:17][CH:18]=2)=[O:13])[CH:6]=1.[Cl:21][C:22]1[CH:27]=[CH:26][CH:25]=[CH:24][C:23]=1B(O)O>>[CH3:1][O:2][C:3](=[O:20])[CH2:4][C:5]1[CH:10]=[CH:9][CH:8]=[C:7]([NH:11][C:12]([C:14]2[O:15][C:16]([C:23]3[CH:24]=[CH:25][CH:26]=[CH:27][C:22]=3[Cl:21])=[CH:17][CH:18]=2)=[O:13])[CH:6]=1. Reported procedure: Methyl ester (16) (100 mg, 0.30 mmol) was coupled to 2-chloro-phenylboronic acid (51 mg, 0.33 mmol) using Method E. The crude compound was purified by column chromatography, eluting in 17% EtOAc in heptane to give the title compound. Reactants: C(C=CC)(=O)C1=CC=C2SC=3C=CC(=CC3CC2=C1)C(C=CC)=O (1-[7-(but-2-enoyl)-9H-thioxanthen-2-yl]-but-2-en-1-one), C1=CC=CC=2SC3=CC=CC=C3CC12 (thioxanthene), C(\C=C\C)(=O)Cl (crotonoyl chloride), [Cl-].[Al+3].[Cl-].[Cl-] (aluminium chloride), BrBr (bromine). The reagents and catalysts are [Br-].C(CCC)[N+](CCCC)(CCCC)CCCC (tetra-n-butylammonium bromide). Run in ClCCl (dichloromethane). The product is C(C=CC)(=O)C1=CC=2C(C3=CC(=CC=C3SC2C=C1)C(C=CC)=O)=O (2,7-bis-(but-2-enoyl)-thioxanthen-9-one). RXN SMILES: [C:1]([C:6]1[CH:19]=[C:18]2[C:9]([S:10][C:11]3[CH:12]=[CH:13][C:14]([C:20](=[O:24])[CH:21]=[CH:22][CH3:23])=[CH:15][C:16]=3[CH2:17]2)=[CH:8][CH:7]=1)(=[O:5])[CH:2]=[CH:3][CH3:4].C1C2CC3C(=CC=CC=3)SC=2C=CC=1.C(Cl)(=[O:43])/C=C/C.[Cl-].[Al+3].[Cl-].[Cl-].BrBr>ClCCl.[Br-].C([N+](CCCC)(CCCC)CCCC)CCC>[C:1]([C:6]1[CH:7]=[CH:8][C:9]2[S:10][C:11]3[C:16](=[CH:15][C:14]([C:20](=[O:24])[CH:21]=[CH:22][CH3:23])=[CH:13][CH:12]=3)[C:17](=[O:43])[C:18]=2[CH:19]=1)(=[O:5])[CH:2]=[CH:3][CH3:4] |f:3.4.5.6,9.10|. Procedure: To 1-[7-(but-2-enoyl)-9H-thioxanthen-2-yl]-but-2-en-1-one, which is synthesized by thioxanthene and crotonoyl chloride in the presence of aluminium chloride as described in WO2005-080337A1, dissolved in dichloromethane are added bromine (2.0 equiv.) and aqueous tetra-n-butylammonium bromide (0.5 equiv.). Stirring the reaction mixture at room temperature and succeeding extractive work-up and purification give 2,7-bis-(but-2-enoyl)-thioxanthen-9-one, which is transformed into the compound of examp...